describe an organic reaction: reactants, conditions, products, and yield From a dataset of the Open Reaction Database (ORD), a public repository of structured organic reaction records. The reactants are CCC12CCC3C4CCC(=O)C=C4CCC3C1CCC2O, O=C(Cl)CCC1CCCC1, c1ccccc1, c1ccncc1. As a reaction SMILES: [CH2:11]([CH3:12])[C:13]12[CH:14]([OH:31])[CH2:15][CH2:16][CH:17]1[CH:18]1[CH:19]([CH2:20][CH2:21]2)[CH:22]2[CH2:23][CH2:24][C:25](=[O:30])[CH:26]=[C:27]2[CH2:28][CH2:29]1.[CH:1]1([CH2:6][CH2:7][C:8](=[O:9])[Cl:10])[CH2:2][CH2:3][CH2:4][CH2:5]1.[cH:32]1[cH:33][cH:34][cH:35][cH:36][cH:37]1.[cH:38]1[cH:39][cH:40][n:41][cH:42][cH:43]1>>[CH:1]1([CH2:6][CH2:7][C:8](=[O:9])[O:31][CH:14]2[C:13]3([CH2:11][CH3:12])[CH:17]([CH2:16][CH2:15]2)[CH:18]2[CH:19]([CH2:20][CH2:21]3)[CH:22]3[CH2:23][CH2:24][C:25](=[O:30])[CH:26]=[C:27]3[CH2:28][CH2:29]2)[CH2:2][CH2:3][CH2:4][CH2:5]1. Product: CCC12CCC3C4CCC(=O)C=C4CCC3C1CCC2OC(=O)CCC1CCCC1.